From a dataset of the Open Reaction Database (ORD), a public repository of structured organic reaction records. describe an organic reaction: reactants, conditions, products, and yield Reactants: [N+](=O)(O)[O-] (nitric acid), CC(=O)NC1=CC=C(C=C1)Br (4-bromoacetanilide), ice water. The solvent is CS(=O)(=O)O (methanesulfonic acid). Conditions: temperature 40 celsius, time 2 hour. Product: C(C)(=O)NC1=C(C=C(C=C1)Br)[N+](=O)[O-] (N-Acetyl 4-bromo-2-nitroaniline). As a reaction SMILES: [CH3:1][C:2]([NH:4][C:5]1[CH:10]=[CH:9][C:8]([Br:11])=[CH:7][CH:6]=1)=[O:3].[N+:12]([O-])([OH:14])=[O:13]>CS(O)(=O)=O>[C:2]([NH:4][C:5]1[CH:10]=[CH:9][C:8]([Br:11])=[CH:7][C:6]=1[N+:12]([O-:14])=[O:13])(=[O:3])[CH3:1]. Reported procedure: A solution of 4-bromoacetanilide (20 g, 93.4 mmol) in methanesulfonic acid is cooled to 10° C. Conc. nitric acid (12.6 ml) is added and the mixture is stirred at 40° C. for 2 hours. The mixture is poured into ice-water. The product is filtered off, washed with water and dried. Yield: 23.59 g (97%). Mp 99-100° C. Reactants: COC(CC1=C2C=C(N=CC2=CC=C1Cl)CBr)=O ((3-bromomethyl-6-chloro-isoquinolin-5-yl)-acetic acid methyl ester), solution, CNC (dimethylamine). The solvent is C1CCOC1 (THF), C1CCOC1 (THF). Run at time 30 minute. Yields the product COC(CC1=C2C=C(N=CC2=CC=C1Cl)CN(C)C)=O ((6-Chloro-3-dimethylaminomethyl-isoquinolin-5-yl)-acetic acid methyl ester). Yield: 100.0%. Reaction SMILES: [CH3:1][O:2][C:3](=[O:18])[CH2:4][C:5]1[C:14]([Cl:15])=[CH:13][CH:12]=[C:11]2[C:6]=1[CH:7]=[C:8]([CH2:16]Br)[N:9]=[CH:10]2.[CH3:19][NH:20][CH3:21]>C1COCC1>[CH3:1][O:2][C:3](=[O:18])[CH2:4][C:5]1[C:14]([Cl:15])=[CH:13][CH:12]=[C:11]2[C:6]=1[CH:7]=[C:8]([CH2:16][N:20]([CH3:21])[CH3:19])[N:9]=[CH:10]2. Procedure details: To a solution of (3-bromomethyl-6-chloro-isoquinolin-5-yl)-acetic acid methyl ester (500 mg, 1.52 mmol) in THF (50 mL) was added a 50% solution of dimethylamine in THF (20 mL). The reaction mixture was stirred for 30 min. at room temperature, followed by removal of the solvents in vacuo. The residue was purified by flash column chromatography (silica gel, gradient of CH2Cl2/MeOH 100:0 to 95:5) to afford the title compound as a yellow oil (445 mg, 1.52 mmol, 100%). MS (ES+): 293 (M(C15H1735ClN2O2... Reactants: IC1=CC=C(C(C(=O)O)=C1)NC (5-iodo-N-methylanthranilic acid), C([O-])([O-])=O.[K+].[K+] (potassium carbonate), C(=O)(Cl)Cl (phosgene). Solvent: O (water). Conditions: time 3 hour. The product is IC1=CC=C2C(C(=O)OC(N2C)=O)=C1 (5-iodo-N-methylisatoic anhydride). The yield is 77.9%. As a reaction SMILES: [I:1][C:2]1[CH:10]=[C:6]([C:7]([OH:9])=[O:8])[C:5]([NH:11][CH3:12])=[CH:4][CH:3]=1.C(=O)([O-])[O-].[K+].[K+].[C:19](Cl)(Cl)=[O:20]>O>[I:1][C:2]1[CH:10]=[C:6]2[C:7]([O:9][C:19](=[O:20])[N:11]([CH3:12])[C:5]2=[CH:4][CH:3]=1)=[O:8] |f:1.2.3|. Reported procedure: To a mechanically stirred solution of 5-iodo-N-methylanthranilic acid (40 grams 0.144 mol), potassium carbonate (19.95 grams, 0.144 mol), and 500 ml water at 0° C. was added phosgene (1.93M solution in toluene, 0.2 mol, 104 mL) over a period of 1 hr. the resulting slurry was stirred for an additional 3 hrs and the solids isolated by filtration, washing with water, and a small amount (70 mL) of ether. The solids were dried overnight in vacuo to yield 34 grams (78%) of 5-iodo-N-methylisatoic anhyd... Run in C=1(C(=CC=CC1)C)C (xylene), C=1(C(=CC=CC1)C)C (xylene). Product: C1(=CC=CC=C1)C(CC(=O)CCCC(C)(C)C)=O (1-phenyl-3-neoheptyl-1,3-propanedione). Reactants: [H-].[Na+] (sodium hydride), C(CCCC(C)(C)C)(=O)OC (methyl neo-octanoate), C(C)(=O)C1=CC=CC=C1 (acetophenone), C(CCCC(C)(C)C)(=O)O (neo-octanoic acid). Conditions: temperature 135 celsius. Reaction SMILES: [H-].[Na+].[C:3]([O:12]C)(=O)[CH2:4][CH2:5][CH2:6][C:7]([CH3:10])([CH3:9])[CH3:8].C(O)(=O)CCCC(C)(C)C.[C:24]([C:27]1[CH:32]=[CH:31][CH:30]=[CH:29][CH:28]=1)(=[O:26])[CH3:25]>C1(C)C(C)=CC=CC=1>[C:27]1([C:24](=[O:26])[CH2:25][C:3]([CH2:4][CH2:5][CH2:6][C:7]([CH3:8])([CH3:9])[CH3:10])=[O:12])[CH:32]=[CH:31][CH:30]=[CH:29][CH:28]=1 |f:0.1|. Reported procedure: A 500 mL, 4 neck round bottom flask equipped with mechanical stirring, a nitrogen inlet, a thermometer, a condenser and an addition funnel was charged with 60% sodium hydride in mineral oil (20.5 g. 0.51 mol), methyl neo-octanoate (92.3 g., 0.58 mol, prepared from neo-octanoic acid, a product of Exxon), and xylene (42.8 g.). The mixture was heated to reflux (135° C.), and then a solution of acetophenone (32.4 g. 0.27 mol) in xylene (19.1 g.) was added over 1.25 h. The mixture was kept at reflux ... Yield: 53.0%. The reactants are O=C(N=C=S)c1ccccc1, CC(C)=O, NC(=O)c1cccn1N. The product is NC(=O)c1cccn1NC(=S)NC(=O)c1ccccc1. RXN SMILES: [C:1]([c:2]1[cH:3][cH:4][cH:5][cH:6][cH:7]1)(=[O:8])[N:9]=[C:10]=[S:11].[CH3:21][C:22](=[O:23])[CH3:24].[NH2:12][n:13]1[c:14]([C:18](=[O:19])[NH2:20])[cH:15][cH:16][cH:17]1>>[C:1]([c:2]1[cH:3][cH:4][cH:5][cH:6][cH:7]1)(=[O:8])[NH:9][C:10](=[S:11])[NH:12][n:13]1[c:14]([C:18](=[O:19])[NH2:20])[cH:15][cH:16][cH:17]1. RXN SMILES: [C:1]([N:5]1[C:9]([C:10]2[CH:15]=[CH:14][C:13]([O:16][CH3:17])=[CH:12][CH:11]=2)=[CH:8][C:7]([CH2:18][CH2:19][CH:20]=O)=[N:6]1)([CH3:4])([CH3:3])[CH3:2].[C:22]1([N:28]2[CH2:33][CH2:32][NH:31][CH2:30][CH2:29]2)[CH:27]=[CH:26][CH:25]=[CH:24][CH:23]=1.CCN(C(C)C)C(C)C.[BH-](OC(C)=O)(OC(C)=O)OC(C)=O.[Na+]>>[C:1]([N:5]1[C:9]([C:10]2[CH:15]=[CH:14][C:13]([O:16][CH3:17])=[CH:12][CH:11]=2)=[CH:8][C:7]([CH2:18][CH2:19][CH2:20][N:31]2[CH2:32][CH2:33][N:28]([C:22]3[CH:27]=[CH:26][CH:25]=[CH:24][CH:23]=3)[CH2:29][CH2:30]2)=[N:6]1)([CH3:3])([CH3:2])[CH3:4] |f:3.4|. Reported procedure: 125 mg (90%) of target compound was obtained by using a method same as in Example 1 by using 3-(1-tert-butyl-5-(4-methoxyphenyl)-1H-pyrazol-3-yl)propanal (85 mg, 0.297 mmol), 1-phenylpiperazine (0.045 mL, 0.297 mmol), DIPEA (0.078 mL, 0.446 mmol) and NaBH(OAc)3 (189 mg, 0.891 mmol). The reactants are C(C)(C)(C)N1N=C(C=C1C1=CC=C(C=C1)OC)CCC=O (3-(1-tert-butyl-5-(4-methoxyphenyl)-1H-pyrazol-3-yl)propanal), [BH-](OC(=O)C)(OC(=O)C)OC(=O)C.[Na+] (NaBH(OAc)3), C1(=CC=CC=C1)N1CCNCC1 (1-phenylpiperazine), CCN(C(C)C)C(C)C (DIPEA). The product is C(C)(C)(C)N1N=C(C=C1C1=CC=C(C=C1)OC)CCCN1CCN(CC1)C1=CC=CC=C1 (1-(3-(1-tert-butyl-5-(4-methoxyphenyl)-1H-pyrazol-3-yl)propyl)-4-phenylpiperazine).